From a dataset of the Open Reaction Database (ORD), a public repository of structured organic reaction records. describe an organic reaction: reactants, conditions, products, and yield Reactants: FC(C1=CC(=NC=2N1N=CC2C(=O)O)C2=CC=C(C=C2)C(F)(F)F)(F)F (7-trifluoromethyl-5-(4-trifluoromethyl-phenyl)-pyrazolo[1,5-a]pyrimidine-3-carboxylic acid), OCCN(S(=O)(=O)C1=C(N=C(S1)N)C)C (2-Amino-4-methyl-thiazole-5-sulfonic acid (2-hydroxy-ethyl)-methyl-amide). The product is OCCN(S(=O)(=O)C1=C(N=C(S1)NC(=O)C=1C=NN2C1N=C(C=C2C(F)(F)F)C2=CC=C(C=C2)C(F)(F)F)C)C (7-Trifluoromethyl-5-(4-trifluoromethyl-phenyl)-pyrazolo[1,5-a]pyrimidine-3-carboxylic acid {5-[(2-hydroxy-ethyl)-methyl-sulfamoyl]-4-methyl-thiazol-2-yl}-amide). Reaction SMILES: [F:1][C:2]([F:26])([F:25])[C:3]1[N:8]2[N:9]=[CH:10][C:11]([C:12](O)=[O:13])=[C:7]2[N:6]=[C:5]([C:15]2[CH:20]=[CH:19][C:18]([C:21]([F:24])([F:23])[F:22])=[CH:17][CH:16]=2)[CH:4]=1.[OH:27][CH2:28][CH2:29][N:30]([CH3:41])[S:31]([C:34]1[S:38][C:37]([NH2:39])=[N:36][C:35]=1[CH3:40])(=[O:33])=[O:32]>>[OH:27][CH2:28][CH2:29][N:30]([CH3:41])[S:31]([C:34]1[S:38][C:37]([NH:39][C:12]([C:11]2[CH:10]=[N:9][N:8]3[C:3]([C:2]([F:26])([F:25])[F:1])=[CH:4][C:5]([C:15]4[CH:20]=[CH:19][C:18]([C:21]([F:24])([F:22])[F:23])=[CH:17][CH:16]=4)=[N:6][C:7]=23)=[O:13])=[N:36][C:35]=1[CH3:40])(=[O:32])=[O:33]. Reported procedure: The title compound was prepared from 7-trifluoromethyl-5-(4-trifluoromethyl-phenyl)-pyrazolo[1,5-a]pyrimidine-3-carboxylic acid (example C. 1) and 2-amino-4-methyl-thiazole-5-sulfonic acid (2-hydroxy-ethyl)-methyl-amide (example B.20) according to general procedure II. Reactants: O=C([O-])O, CC(=O)O[BH-](OC(C)=O)OC(C)=O, CCC(=O)CC, CO, CCOC(=O)c1cccc2nc(N3CCC(NC(=O)c4nc(Cl)c(CC)[nH]4)C(N)C3)sc12, [Na+], [Na+], C1CCOC1. Product: CCOC(=O)c1cccc2nc(N3CCC(NC(=O)c4nc(Cl)c(CC)[nH]4)C(NC(CC)CC)C3)sc12. As a reaction SMILES: [C:53](=[O:54])([OH:55])[O-:56].[C:7]([O:8][BH-:9]([O:10][C:11](=[O:12])[CH3:13])[O:14][C:15](=[O:16])[CH3:17])(=[O:18])[CH3:19].[CH3:1][CH2:2][C:3]([CH2:4][CH3:5])=[O:6].[CH3:58][OH:59].[NH2:21][CH:22]1[CH2:23][N:24]([c:39]2[s:40][c:41]3[c:42]([n:43]2)[cH:44][cH:45][cH:46][c:47]3[C:48](=[O:49])[O:50][CH2:51][CH3:52])[CH2:25][CH2:26][CH:27]1[NH:28][C:29](=[O:30])[c:31]1[nH:32][c:33]([CH2:37][CH3:38])[c:34]([Cl:36])[n:35]1.[Na+:20].[Na+:57].[O:60]1[CH2:61][CH2:62][CH2:63][CH2:64]1>>[CH3:1][CH2:2][CH:3]([CH2:4][CH3:5])[NH:21][CH:22]1[CH2:23][N:24]([c:39]2[s:40][c:41]3[c:42]([n:43]2)[cH:44][cH:45][cH:46][c:47]3[C:48](=[O:49])[O:50][CH2:51][CH3:52])[CH2:25][CH2:26][CH:27]1[NH:28][C:29](=[O:30])[c:31]1[nH:32][c:33]([CH2:37][CH3:38])[c:34]([Cl:36])[n:35]1. The reactants are O=C1C=C(C(=O)C=2C=CC=CC12)C, O=C(O)CC. The reagents and catalysts are O=S(=O)(O)OOS(=O)(=O)O.N. Solvent: O, O=S(C)C. Reaction conditions: temperature 40 celsius, time 16 hour. Yields the product O=C1C=2C=CC=CC2C(=O)C(=C1C)CC. Yield: 63.0%. Reactants: C(C)(=O)OC(C)=O (acetic anhydride), C(#N)C=1C(N2CCC3(C2=CC1[C@@](C(=O)OCC)(OC(=O)[C@@H]1N(CCC1)S(=O)(=O)C1=CC=C(C=C1)C)CC)OCCO3)=O (Ethyl (S)-6-cyano-α-ethyl-1,1-(ethylenedioxy)-α-[(R)-1-(p-toluenesulfonyl)pyrrolidin-2-ylcarbonyloxy]-5-oxo-1,2,3,5-tetrahydroindolizine-7-acetate), C(#N)C=1C(N2CCC3(C2=CC1[C@@](C(=O)OCC)(OC(=O)[C@@H]1N(CCC1)S(=O)(=O)C1=CC=C(C=C1)C)CC)OCCO3)=O (Ethyl (S)-6-cyano-α-ethyl-1,1-(ethylenedioxy)-α-[(R)-1-(p-toluenesulfonyl)pyrrolidin-2-ylcarbonyloxy]-5-oxo-1,2,3,5-tetrahydroindolizine-7-acetate). Reagents/catalysts: [Ni] (Raney nickel). The solvent is C(C)(=O)O (acetic acid). The product is C(C)(=O)NCC=1C(N2CCC3(C2=CC1[C@@](C(=O)OCC)(OC(=O)[C@@H]1N(CCC1)S(=O)(=O)C1=CC=C(C=C1)C)CC)OCCO3)=O (Ethyl (S)-6-(acetylaminomethyl)-α-ethyl-1,1-(ethylenedioxy)-α-[(R)-1-(p-toluenesulfonyl)pyrrolidin-2-ylcarbonyloxy]-5-oxo-1,2,3,5-tetrahydroindolizine-7-acetate). Reaction SMILES: [C:1](OC(=O)C)(=[O:3])[CH3:2].[C:8]([C:10]1[C:11](=[O:49])[N:12]2[C:16](=[CH:17][C:18]=1[C@:19]([CH2:43][CH3:44])([O:25][C:26]([C@H:28]1[CH2:32][CH2:31][CH2:30][N:29]1[S:33]([C:36]1[CH:41]=[CH:40][C:39]([CH3:42])=[CH:38][CH:37]=1)(=[O:35])=[O:34])=[O:27])[C:20]([O:22][CH2:23][CH3:24])=[O:21])[C:15]1([O:48][CH2:47][CH2:46][O:45]1)[CH2:14][CH2:13]2)#[N:9]>[Ni].C(O)(=O)C>[C:1]([NH:9][CH2:8][C:10]1[C:11](=[O:49])[N:12]2[C:16](=[CH:17][C:18]=1[C@:19]([CH2:43][CH3:44])([O:25][C:26]([C@H:28]1[CH2:32][CH2:31][CH2:30][N:29]1[S:33]([C:36]1[CH:41]=[CH:40][C:39]([CH3:42])=[CH:38][CH:37]=1)(=[O:34])=[O:35])=[O:27])[C:20]([O:22][CH2:23][CH3:24])=[O:21])[C:15]1([O:45][CH2:46][CH2:47][O:48]1)[CH2:14][CH2:13]2)(=[O:3])[CH3:2]. Reported procedure: To a mixed solvent which was composed of 20 ml of acetic acid and 50 ml of acetic anhydride and containing 6 g of Raney nickel, 2.00 g of the compound (XIII) obtained in the above procedure (3) was added. While exposing the reaction system to light from a tungsten lamp, the compound (XIII) was reduced for 2 hours under a hydrogen gas stream. After removal of Raney nickel by filtration, the filtrate was concentrated. The residue was subjected to column chromatography on silica gel and then develo... The reactants are CC(C)(C)[Si](OC1CCN(C2CCN(Cc3c(Cl)cc(-c4ccc(C(=O)N5CCC(C(F)(F)F)CC5)cc4)cc3Cl)C2=O)CC1)(c1ccccc1)c1ccccc1, C1CCOC1, CCOC(C)=O, [Na+], [OH-], O, O=C(O)C(F)(F)F. Product: O=C(c1ccc(-c2cc(Cl)c(CN3CCC(N4CCC(O)CC4)C3=O)c(Cl)c2)cc1)N1CCC(C(F)(F)F)CC1. RXN SMILES: [C:1]([Si:2]([c:3]1[cH:4][cH:5][cH:46][cH:47][cH:48]1)([O:6][CH:7]1[CH2:8][CH2:9][N:10]([CH:13]2[C:14](=[O:45])[N:15]([CH2:18][c:19]3[c:20]([Cl:44])[cH:21][c:22](-[c:26]4[cH:27][cH:28][c:29]([C:32](=[O:33])[N:34]5[CH2:35][CH2:36][CH:37]([C:40]([F:41])([F:42])[F:43])[CH2:38][CH2:39]5)[cH:30][cH:31]4)[cH:23][c:24]3[Cl:25])[CH2:16][CH2:17]2)[CH2:11][CH2:12]1)[c:49]1[cH:50][cH:51][cH:52][cH:53][cH:54]1)([CH3:55])([CH3:56])[CH3:57].[CH2:67]1[O:68][CH2:69][CH2:70][CH2:71]1.[CH3:73][CH2:74][O:75][C:76](=[O:77])[CH3:78].[Na+:66].[OH-:65].[OH2:72].[OH:58][C:59]([C:60]([F:61])([F:62])[F:63])=[O:64]>>[OH:6][CH:7]1[CH2:8][CH2:9][N:10]([CH:13]2[C:14](=[O:45])[N:15]([CH2:18][c:19]3[c:20]([Cl:44])[cH:21][c:22](-[c:26]4[cH:27][cH:28][c:29]([C:32](=[O:33])[N:34]5[CH2:35][CH2:36][CH:37]([C:40]([F:41])([F:42])[F:43])[CH2:38][CH2:39]5)[cH:30][cH:31]4)[cH:23][c:24]3[Cl:25])[CH2:16][CH2:17]2)[CH2:11][CH2:12]1. The reactants are O (water), C(C1=CC=CC=C1)OC(=O)N[C@@H](CCC(=O)OC(C)(C)C)CBr (tert-butyl(4S)-4-{[(benzyloxy)carbonyl]amino}-5-bromopentanoate), C(CCC)[SnH](CCCC)CCCC (tributyltin hydride), N(=NC(C#N)(C)C)C(C#N)(C)C (2,2′-azobisisobutyronitrile). Run in C1(=CC=CC=C1)C (toluene). Run at temperature 80 celsius, time 20 minute. Product: C(C1=CC=CC=C1)OC(=O)N[C@@H](CCC(=O)OC(C)(C)C)C (tert-butyl (4R)-4-{[(benzyloxy)carbonyl]amino}pentanoate). Isolated yield 97.3%. As a reaction SMILES: [CH2:1]([O:8][C:9]([NH:11][C@H:12]([CH2:22]Br)[CH2:13][CH2:14][C:15]([O:17][C:18]([CH3:21])([CH3:20])[CH3:19])=[O:16])=[O:10])[C:2]1[CH:7]=[CH:6][CH:5]=[CH:4][CH:3]=1.C([SnH](CCCC)CCCC)CCC.N(C(C)(C)C#N)=NC(C)(C)C#N.O>C1(C)C=CC=CC=1>[CH2:1]([O:8][C:9]([NH:11][C@H:12]([CH3:22])[CH2:13][CH2:14][C:15]([O:17][C:18]([CH3:21])([CH3:20])[CH3:19])=[O:16])=[O:10])[C:2]1[CH:3]=[CH:4][CH:5]=[CH:6][CH:7]=1. Procedure: To a solution of tert-butyl(4S)-4-{[(benzyloxy)carbonyl]amino}-5-bromopentanoate (4.5 g, 11.7 mmol) and tributyltin hydride (6.3 ml, 23.4 mmol) in toluene (45 ml) was added 2,2′-azobisisobutyronitrile (0.19 g, 1.2 mmol) and the mixture was stirred at 80° C. for 20 minutes. To the reaction mixture was added water, and the solution was extracted three times with ethyl acetate. The organic layer was washed with a saturated aqueous sodium chloride solution, dried over anhydrous sodium sulfate and th...